Dataset: the Open Reaction Database (ORD), a public repository of structured organic reaction records. Task: describe an organic reaction: reactants, conditions, products, and yield Starting materials: CCNCc1nccs1, COc1ccccc1N(CC(=O)O)S(=O)(=O)c1ccccc1C. The product is CCN(Cc1nccs1)C(=O)CN(c1ccccc1OC)S(=O)(=O)c1ccccc1C. Reaction SMILES: [CH2:24]([CH3:25])[NH:26][CH2:27][c:28]1[s:29][cH:30][cH:31][n:32]1.[CH3:1][O:2][c:3]1[c:4]([N:9]([S:10](=[O:11])(=[O:12])[c:13]2[c:14]([CH3:19])[cH:15][cH:16][cH:17][cH:18]2)[CH2:20][C:21](=[O:22])[OH:23])[cH:5][cH:6][cH:7][cH:8]1>>[CH3:1][O:2][c:3]1[c:4]([N:9]([S:10](=[O:11])(=[O:12])[c:13]2[c:14]([CH3:19])[cH:15][cH:16][cH:17][cH:18]2)[CH2:20][C:21](=[O:22])[N:26]([CH2:24][CH3:25])[CH2:27][c:28]2[s:29][cH:30][cH:31][n:32]2)[cH:5][cH:6][cH:7][cH:8]1. Starting materials: CI, CN(C)C=O, O=C1CCn2nc(-c3ccc(F)cc3)c(-c3ccncc3)c2N1, [H-], [Na+], O. Reaction SMILES: [CH3:26][I:27].[CH3:29][N:30]([CH3:31])[CH:32]=[O:33].[F:3][c:4]1[cH:5][cH:6][c:7](-[c:10]2[n:11][n:12]3[c:13]([c:19]2-[c:20]2[cH:21][cH:22][n:23][cH:24][cH:25]2)[NH:14][C:15](=[O:18])[CH2:16][CH2:17]3)[cH:8][cH:9]1.[H-:1].[Na+:2].[OH2:28]>>[F:3][c:4]1[cH:5][cH:6][c:7](-[c:10]2[n:11][n:12]3[c:13]([c:19]2-[c:20]2[cH:21][cH:22][n:23][cH:24][cH:25]2)[N:14]([CH3:26])[C:15](=[O:18])[CH2:16][CH2:17]3)[cH:8][cH:9]1. Product: CN1C(=O)CCn2nc(-c3ccc(F)cc3)c(-c3ccncc3)c21. Starting materials: ClC1=C(C=C2C(=C(C(OC2=C1)=O)CC(=O)NC1=C(C=C(C=C1C(F)(F)F)F)O)C=1C=C(C=CC1)OC(C=C)=O)C ((3-[7-chloro-3-(2-{[4-fluoro-2-hydroxy-6-(trifluoromethyl)phenyl]amino}-2-oxoethyl)-6-methyl-2-oxo-2H-chromen-4-yl]phenyl}acrylate), Example 22. Solvent: C1CCOC1 (THF), C(C)O (ethanol), [OH-].[Na+] (sodium hydroxide). Reaction conditions: time 5 hour. The product is ClC1=C(C=C2C(=C(C(OC2=C1)=O)CC(=O)NC1=C(C=C(C=C1C(F)(F)F)F)O)C=1C=C(C=CC1)/C=C/C(=O)O)C ((2E)-3-{3-[7-Chloro-3-(2-{[4-fluoro-2-hydroxy-6-(trifluoromethyl)phenyl]amino}-2-oxoethyl)-6-methyl-2-oxo-2H-chromen-4-yl]phenyl}acrylic acid). The yield is 52.0%. As a reaction SMILES: [Cl:1][C:2]1[CH:11]=[C:10]2[C:5]([C:6]([C:29]3[CH:30]=[C:31](OC(=O)C=C)[CH:32]=[CH:33][CH:34]=3)=[C:7]([CH2:13][C:14]([NH:16][C:17]3[C:22]([C:23]([F:26])([F:25])[F:24])=[CH:21][C:20]([F:27])=[CH:19][C:18]=3[OH:28])=[O:15])[C:8](=[O:12])[O:9]2)=[CH:4][C:3]=1[CH3:40]>C1COCC1.C(O)C.[OH-].[Na+]>[Cl:1][C:2]1[CH:11]=[C:10]2[C:5]([C:6]([C:29]3[CH:30]=[C:31](/[CH:6]=[CH:7]/[C:8]([OH:12])=[O:9])[CH:32]=[CH:33][CH:34]=3)=[C:7]([CH2:13][C:14]([NH:16][C:17]3[C:22]([C:23]([F:26])([F:24])[F:25])=[CH:21][C:20]([F:27])=[CH:19][C:18]=3[OH:28])=[O:15])[C:8](=[O:12])[O:9]2)=[CH:4][C:3]=1[CH3:40] |f:3.4|. Procedure: Ethyl (2E)-3-{(3-[7-chloro-3-(2-{[4-fluoro-2-hydroxy-6-(trifluoromethyl)phenyl]amino}-2-oxoethyl)-6-methyl-2-oxo-2H-chromen-4-yl]phenyl}acrylate obtained in Reference Example 22 (0.31 g) was dissolved in a mixture of THF (5 ml) and ethanol (5 ml), and 2N aqueous sodium hydroxide solution (1.5 ml) was added thereto. After stirring for 5 hours, the reaction mixture was concentrated. To the residue was added 1N hydrochloric acid and the mixture was extracted with ethyl acetate. The extract was wash... Reaction SMILES: C[O:2][C:3]([C:5]1[C:14]2[C:9](=[CH:10][CH:11]=[CH:12][CH:13]=2)[N:8]=[C:7]([F:15])[CH:6]=1)=[O:4].B(Br)(Br)Br>ClCCl>[F:15][C:7]1[CH:6]=[C:5]([C:3]([OH:4])=[O:2])[C:14]2[C:9](=[CH:10][CH:11]=[CH:12][CH:13]=2)[N:8]=1. Yields the product FC1=NC2=CC=CC=C2C(=C1)C(=O)O (2-fluoroquinoline-4-carboxylic acid). The reactants are B(Br)(Br)Br (boron tribromide), COC(=O)C1=CC(=NC2=CC=CC=C12)F (2-fluoroquinoline4-carboxylic acid methyl ester), B(Br)(Br)Br (boron tribromide). Yield: 26.8%. Reaction conditions: time 1.5 hour. Reported procedure: A solution of 2-fluoroquinoline4-carboxylic acid methyl ester (0.08 g) in dichloromethane (4 ml) was cooled to −50° C. and boron tribromide (0.08 ml) was added. After the addition of boron tribromide the reaction was warmed to room temperature and stirred for 1.5 h. The mixture was re-cooled to −50° C., quenched with water (10 ml), diluted with dichloromethane:water (1:1, 60 ml), the organic phase separated and solvent removed at reduced pressure to give 2-fluoroquinoline-4-carboxylic acid (0.02... The solvent is ClCCl (dichloromethane). Reactants: OO (hydrogen peroxide), C(C)(=O)OO (peracetic acid), C(C)(=O)O (acetic acid), unsaturated hydrocarbon, olefin, olefin. Product: C(C)(=O)OO (peracetic acid), OO (hydrogen peroxide), C(C)(=O)OC(C)=O (acetic anhydride). As a reaction SMILES: [OH:1][OH:2].[C:3]([O:6][OH:7])(=[O:5])[CH3:4].[C:8]([OH:11])(=[O:10])[CH3:9]>>[C:3]([O:6][OH:7])(=[O:5])[CH3:4].[OH:1][OH:2].[C:8]([O:11][C:3](=[O:5])[CH3:4])(=[O:10])[CH3:9]. Procedure: Referring to FIG. 1 an arrangement useful for epoxidizing an olefin in a batchwise manner is illustated. Epoxidation reactor 1 initially is filled with an unsaturated hydrocarbon compound such as an olefin via conduit 10. An acid stream comprising an aqueous mixture of hydrogen peroxide, acetic acid and peracetic acid then is introduced into reactor 1 through conduit 11 for contacting the oil phase. The acid stream flows through reactor 1; is separately recovered from the oil phase in conduit 12... Starting materials: CC#N, CN1CCN(Cc2c(C=O)c(Cl)nc3cc4c(cc23)OCCO4)CC1, Cl, [I-], [Na+]. The product is CN1CCN(Cc2c(C=O)c(I)nc3cc4c(cc23)OCCO4)CC1. Reaction SMILES: [CH3:29][C:30]#[N:31].[Cl:1][c:2]1[n:3][c:4]2[cH:5][c:6]3[c:7]([cH:8][c:9]2[c:10]([CH2:14][N:15]2[CH2:16][CH2:17][N:18]([CH3:21])[CH2:19][CH2:20]2)[c:11]1[CH:12]=[O:13])[O:22][CH2:23][CH2:24][O:25]3.[ClH:28].[I-:27].[Na+:26]>>[c:2]1([I:27])[n:3][c:4]2[cH:5][c:6]3[c:7]([cH:8][c:9]2[c:10]([CH2:14][N:15]2[CH2:16][CH2:17][N:18]([CH3:21])[CH2:19][CH2:20]2)[c:11]1[CH:12]=[O:13])[O:22][CH2:23][CH2:24][O:25]3. The reactants are CI (CH3I), [H-].[Na+] (NaH), ClC=1C=C(C=CC1)C(CCN(C(OC(C)(C)C)=O)C)=O (tert-butyl 3-(3-chlorophenyl)-3-oxopropyl(methyl)carbamate). Run in C1CCOC1 (THF), C1CCOC1 (THF), C1CCOC1 (THF). Reaction conditions: time 16 hour. Product: ClC=1C=C(C=CC1)C(C(CN(C(OC(C)(C)C)=O)C)C)=O (tert-butyl 3-(3-chlorophenyl)-2-methyl-3-oxopropyl(methyl)carbamate). Yield: 75.5%. RXN SMILES: [H-].[Na+].[Cl:3][C:4]1[CH:5]=[C:6]([C:10](=[O:22])[CH2:11][CH2:12][N:13]([CH3:21])[C:14](=[O:20])[O:15][C:16]([CH3:19])([CH3:18])[CH3:17])[CH:7]=[CH:8][CH:9]=1.[CH3:23]I>C1COCC1>[Cl:3][C:4]1[CH:5]=[C:6]([C:10](=[O:22])[CH:11]([CH3:23])[CH2:12][N:13]([CH3:21])[C:14](=[O:20])[O:15][C:16]([CH3:17])([CH3:18])[CH3:19])[CH:7]=[CH:8][CH:9]=1 |f:0.1|. Procedure: To NaH (680 mg, 1.7 mmol) in THF (10 mL) was added tert-butyl 3-(3-chlorophenyl)-3-oxopropyl(methyl)carbamate (2.4 g, 8.5 mmol) in THF (5 mL) at 0° C. over 3 min. After a few minutes THF (100 mL) was added. And an additional 10 min, CH3I (1.32 g, 9.3 mmol) was added drop wise. The mixture was stirred for 16 h at room temperature. Then the mixture was quenched with NH4Cl and 1N HCl was added until pH=4 was reached. The mixture was extracted with ethyl acetate. The organic layers was dried over Na... Reactants: O (water), Na2WO4.2H2O, ClC1=NC=C(C=C1Cl)SC (2,3-dichloro-5-methylthiopyridine), C(C)(=O)O (acetic acid), OO (hydrogen peroxide). Conditions: temperature 45 celsius. Product: ClC1=NC=C(C=C1Cl)S(=O)(=O)C (2,3-Dichloro-5-methylsulfonylpyridine). Reaction SMILES: [Cl:1][C:2]1[C:7]([Cl:8])=[CH:6][C:5]([S:9][CH3:10])=[CH:4][N:3]=1.OO.[OH2:13].C(O)(=[O:16])C>>[Cl:1][C:2]1[C:7]([Cl:8])=[CH:6][C:5]([S:9]([CH3:10])(=[O:16])=[O:13])=[CH:4][N:3]=1. Reported procedure: 6.2 g (0.02 mol) of Na2WO4.2H2O were added to a solution of 73.7 g (0.38 mol) of 2,3-dichloro-5-methylthiopyridine in 380 ml of glacial acetic acid. After the mixture had been heated to 40-50° C., 95 g of hydrogen peroxide (30% strength) were added carefully. Stirring was subsequently continued for a further hour at approximately 20° C. The mixture was then poured into 300 ml of water. The product was separated off from the resulting suspension, washed with water and n-pentane and dried under re... Starting materials: C(C1=CC=CC=C1)O[C@H](CC1(CC1)S(=O)(=O)OC(C)C)COCC1=CC=CC=C1 ((R)-isopropyl 1-(2,3-bis(benzyloxy)propyl)cyclopropane-1-sulfonate), C(#N)[S-].[K+] (KSCN), O (water). Run in C1CCOC1 (THF). Run at temperature 90 celsius. Product: C(C1=CC=CC=C1)O[C@H](CC1(CC1)S(=O)(=O)O)COCC1=CC=CC=C1 ((R)-1-(2,3-bis(benzyloxy)propyl)cyclopropane-1-sulfonic acid). Yield: 64.0%. RXN SMILES: [CH2:1]([O:8][C@@H:9]([CH2:21][O:22][CH2:23][C:24]1[CH:29]=[CH:28][CH:27]=[CH:26][CH:25]=1)[CH2:10][C:11]1([S:14]([O:17]C(C)C)(=[O:16])=[O:15])[CH2:13][CH2:12]1)[C:2]1[CH:7]=[CH:6][CH:5]=[CH:4][CH:3]=1.C([S-])#N.[K+].O>C1COCC1>[CH2:1]([O:8][C@@H:9]([CH2:21][O:22][CH2:23][C:24]1[CH:25]=[CH:26][CH:27]=[CH:28][CH:29]=1)[CH2:10][C:11]1([S:14]([OH:17])(=[O:16])=[O:15])[CH2:13][CH2:12]1)[C:2]1[CH:7]=[CH:6][CH:5]=[CH:4][CH:3]=1 |f:1.2|. Reported procedure: A mixture of (R)-isopropyl 1-(2,3-bis(benzyloxy)propyl)cyclopropane-1-sulfonate (460 g) and KSCN (170 g) in THF 2.2 L) and water (2.2 L) at 25° C. was refluxed for approximately 24 hours at 90° C. until HPLC analysis showed that the reaction had gone to completion. The reaction mixture was concentrated to about 2 L at 40° C. and extracted with MTBE (1.5 L (×3)). The organic layer was discarded and the aqueous layer was neutralized to pH 14 with KOH (30 g) in water (100 mL) and cooled to −5° C. T...